This data is from the Open Reaction Database (ORD), a public repository of structured organic reaction records. The task is: describe an organic reaction: reactants, conditions, products, and yield Reactants: [BH4-].[Na+] (sodium borohydride), C([O-])(O)=O.[Na+] (sodium bicarbonate), Cl.CN(C)CC1CCC2=C(C(=NO2)C2=CC=CC=C2)C1=O (6,7-Dihydro-5-dimethylaminomethyl-3-phenyl-1,2-benzisoxazol-4(5H)-one hydrochloride), Cl (HCl). Solvent: CCOCC (ether), C(C)O (ethanol), Cl.CCOCC (HCl ether). Run at time 1 hour. Product: Cl.CN(C)C[C@@H]1CCC2=C(C(=NO2)C2=CC=CC=C2)[C@H]1O (trans-5-(Dimethylaminomethyl)-4-hydroxy-3-phenyl-4,5,6,7-tetrahydro-1,2-benzisoxazole hydrochloride). As a reaction SMILES: [ClH:1].[CH3:2][N:3]([CH2:5][CH:6]1[C:20](=[O:21])[C:10]2[C:11]([C:14]3[CH:19]=[CH:18][CH:17]=[CH:16][CH:15]=3)=[N:12][O:13][C:9]=2[CH2:8][CH2:7]1)[CH3:4].[BH4-].[Na+].Cl.C(=O)(O)[O-].[Na+]>C(O)C.Cl.CCOCC.CCOCC>[ClH:1].[CH3:4][N:3]([CH2:5][C@H:6]1[C@H:20]([OH:21])[C:10]2[C:11]([C:14]3[CH:19]=[CH:18][CH:17]=[CH:16][CH:15]=3)=[N:12][O:13][C:9]=2[CH2:8][CH2:7]1)[CH3:2] |f:0.1,2.3,5.6,8.9,11.12|. Reported procedure: 6,7-Dihydro-5-dimethylaminomethyl-3-phenyl-1,2-benzisoxazol-4(5H)-one hydrochloride (7.5 g) was dissolved in 100 ml ethanol and treated with 5.0 g sodium borohydride. After stirring for 1 hour the reaction mixture was distributed between 5% HCl and ether. The aqueous phase was then made basic with solid sodium bicarbonate and extracted with ether. Concentration under reduced pressure gave the product as a mixture of trans and cis isomers which was chromatographed by preparative HPLC (ethyl aceta... The reactants are O1C(=CC2=C1C=CC=C2)C(=O)O (1-benzofuran-2-carboxylic acid). The reagents and catalysts are [OH-].[Pd+2].[OH-] (palladium hydroxide). Solvent: C(C)(=O)O (acetic acid). Run at temperature 60 celsius. The product is O1C(CC2=C1C=CC=C2)C(=O)O (2,3-Dihydro-1-benzofuran-2-carboxylic acid). The yield is 96.2%. As a reaction SMILES: [O:1]1[C:5]2[CH:6]=[CH:7][CH:8]=[CH:9][C:4]=2[CH:3]=[C:2]1[C:10]([OH:12])=[O:11]>C(O)(=O)C.[OH-].[Pd+2].[OH-]>[O:1]1[C:5]2[CH:6]=[CH:7][CH:8]=[CH:9][C:4]=2[CH2:3][CH:2]1[C:10]([OH:12])=[O:11] |f:2.3.4|. Procedure: A mixture of 1-benzofuran-2-carboxylic acid (40.0 g, 250.0 mmol) and palladium hydroxide (20 wt. % on carbon, 2.0 g) in acetic acid (400 ml) was heated at 60° C. under a hydrogen atmosphere (80 psi) for 2 h. The mixture was filtered to give a solution of the title compound (39.5 g) in acetic acid.